Dataset: the Open Reaction Database (ORD), a public repository of structured organic reaction records. Task: describe an organic reaction: reactants, conditions, products, and yield The reactants are [C-]#N.[Na+] (sodium cyanide), C(#N)CCCCCCNCCCS(=O)(=O)O (3-(cyanohexylamino)propanesulfonic acid), ClC(=C[C@H]1C([C@H]1C(=O)Cl)(C)C)Cl (cis-3-(2,2-dichloroethenyl)-2,2-dimethylcyclopropanecarbonyl chloride), O(C1=CC=CC=C1)C=1C=C(C=O)C=CC1 (3-phenoxybenzaldehyde). Solvent: O (water), CCCCCCC (n-heptane). Run at time 1 hour. Product: ClC(=C[C@H]1C([C@H]1C(=O)OC(C1=CC(=CC=C1)OC1=CC=CC=C1)C#N)(C)C)Cl (α-cyano-3-phenoxybenzyl cis-3-(2,2-dichloroethenyl)-2,2-dimethylcyclopropanecarboxylate). As a reaction SMILES: [C-]#N.[Na+].[C:4](CCCCCCNCCCS(O)(=O)=O)#[N:5].[Cl:20][C:21]([Cl:31])=[CH:22][C@@H:23]1[C@H:25]([C:26](Cl)=[O:27])[C:24]1([CH3:30])[CH3:29].[O:32]([C:39]1[CH:40]=[C:41]([CH:44]=[CH:45][CH:46]=1)[CH:42]=[O:43])[C:33]1[CH:38]=[CH:37][CH:36]=[CH:35][CH:34]=1>O.CCCCCCC>[Cl:20][C:21]([Cl:31])=[CH:22][C@@H:23]1[C@H:25]([C:26]([O:43][CH:42]([C:4]#[N:5])[C:41]2[CH:44]=[CH:45][CH:46]=[C:39]([O:32][C:33]3[CH:34]=[CH:35][CH:36]=[CH:37][CH:38]=3)[CH:40]=2)=[O:27])[C:24]1([CH3:30])[CH3:29] |f:0.1|. Reported procedure: A stirred mixture of sodium cyanide (18.0 g, 0.36 mole) and 3-(cyanohexylamino)propanesulfonic acid (1.34 g, 0.006 mole) in 300 ml of water was warmed to 40°. During a one hour period, maintaining a reaction temperature of about 40°, a solution of cis-3-(2,2-dichloroethenyl)-2,2-dimethylcyclopropanecarbonyl chloride (71.7 g, 0.315 mole) and 3-phenoxybenzaldehyde (61.9 g, 0.3 mole) in 262.2 g of n-heptane was added. The mixture was then stirred at 40° for one additional hour, after which it was w... Reactants: C1CCCCC1, CCN(CC)CC1CCCCN1, [Na+], N#C[Na], O, O=S([O-])O. Product: CCN(CC)CC1CCCCN1CC#N. RXN SMILES: [CH2:21]1[CH2:22][CH2:23][CH2:24][CH2:25][CH2:26]1.[CH2:6]([CH3:7])[N:8]([CH2:9][CH3:10])[CH2:11][CH:12]1[NH:13][CH2:14][CH2:15][CH2:16][CH2:17]1.[Na+:5].[Na:18][C:19]#[N:20].[OH2:27].[S:1]([O-:2])([OH:3])=[O:4]>>[CH2:6]([CH3:7])[N:8]([CH2:9][CH3:10])[CH2:11][CH:12]1[N:13]([CH2:21][C:19]#[N:20])[CH2:14][CH2:15][CH2:16][CH2:17]1. The reactants are S(=O)(Cl)Cl (thionyl chloride), ClC1=CC=C(C(C2=CC=C(C=C2)Cl)O)C=C1 (4,4'-dichlorobenzhydrol). The product is ClC1=CC=C(C(C2=CC=C(C=C2)Cl)Cl)C=C1 (4,4'-dichlorobenzhydryl chloride). As a reaction SMILES: S(Cl)([Cl:3])=O.[Cl:5][C:6]1[CH:20]=[CH:19][C:9]([CH:10](O)[C:11]2[CH:16]=[CH:15][C:14]([Cl:17])=[CH:13][CH:12]=2)=[CH:8][CH:7]=1>>[Cl:5][C:6]1[CH:20]=[CH:19][C:9]([CH:10]([Cl:3])[C:11]2[CH:16]=[CH:15][C:14]([Cl:17])=[CH:13][CH:12]=2)=[CH:8][CH:7]=1. Procedure: Forty-two milliliters of thionyl chloride were gradually added to 75 g of 4,4'-dichlorobenzhydrol. When the addition was complete, the reaction was heated on a steam bath for 2 hours. The excess thionyl chloride was removed in vacuo. One hundred milliliters of carbon tetrachloride were added, and the solvent was again evaporated. The carbon tetrachloride treatment was repeated and upon evaporation the resulting oil was crystallized from petroleum ether to provide 65.3 g of the desired sub-titled... Reactants: C(C)(C)(C)OC(=O)NC(C=O)(C)C (N-(tert-butoxycarbonyl)-2-amino-2-methyl-propanal), solution, CC(C=C(C)C)[SiH3] (trimethyallylsilane). The reagents and catalysts are Cl[Ti](Cl)(Cl)Cl (TiCl4). Solvent: C(Cl)Cl (CH2Cl2), C(Cl)Cl (CH2Cl2), C(Cl)Cl (CH2Cl2). Run at time 10 minute. The product is C(C)(C)(C)OC(=O)NC(C(CC=C)O)(C)C (N-(tert-butoxycarbonyl)-5-amino-5-methyl-1-hexen-4-ol). RXN SMILES: [C:1]([O:5][C:6]([NH:8][C:9]([CH3:13])([CH3:12])[CH:10]=[O:11])=[O:7])([CH3:4])([CH3:3])[CH3:2].[CH3:14][CH:15]([SiH3])[CH:16]=C(C)C>C(Cl)Cl.Cl[Ti](Cl)(Cl)Cl>[C:1]([O:5][C:6]([NH:8][C:9]([CH3:13])([CH3:12])[CH:10]([OH:11])[CH2:16][CH:15]=[CH2:14])=[O:7])([CH3:4])([CH3:3])[CH3:2]. Procedure: To a solution of the product of step b (20 mmol, 3.74 g) in 20 ml of CH2Cl2 at -78° C., 22 ml of a solution 1 M of TiCl4 in CH2Cl2 is added. After 10 min, trimethyallylsilane (22 mmol, 3.5 ml) in 20 ml of CH2Cl2 is added. After one hour the reaction is quenched with water. The organic layer is separated and extracted with CH2Cl2 (3×25 ml). The solution is anhydrified (Na2SO4) and after concentration 1.14 g of product is obtained. The reactants are [Br-], CCOC(=O)C(=CNc1sccc1C(=O)OC)C(=O)OCC, ClC(Cl)Cl, c1ccncc1. Product: CCOC(=O)C(=CNc1sc(Br)cc1C(=O)OC)C(=O)OCC. Reaction SMILES: [Br-:27].[CH3:1][O:2][C:3](=[O:4])[c:5]1[c:6]([NH:10][CH:11]=[C:12]([C:13](=[O:14])[O:15][CH2:16][CH3:17])[C:18](=[O:19])[O:20][CH2:21][CH3:22])[s:7][cH:8][cH:9]1.[CH:23]([Cl:24])([Cl:25])[Cl:26].[cH:28]1[cH:29][cH:30][n:31][cH:32][cH:33]1>>[CH3:1][O:2][C:3](=[O:4])[c:5]1[c:6]([NH:10][CH:11]=[C:12]([C:13](=[O:14])[O:15][CH2:16][CH3:17])[C:18](=[O:19])[O:20][CH2:21][CH3:22])[s:7][c:8]([Br:27])[cH:9]1.